From a dataset of the Open Reaction Database (ORD), a public repository of structured organic reaction records. describe an organic reaction: reactants, conditions, products, and yield The reactants are FC(C(=O)O)(F)F (trifluoroacetic acid), C1(=CC=CC=C1)OC (anisole), C(C)(C)(C)OC(=O)N1C=C(C2=CC=CC=C12)C[C@H]1N(C[C@@H]2N(C1)CC(=CC2)C2=CC=NC=C2)C(C2=CC(=CC(=C2)C(F)(F)F)C(F)(F)F)=O ((3R,9aR)-3-[2-(3,5-bis(trifluoromethyl)-benzoyl)-7-pyridin-4-yl-1,3,4,6,9,9a-hexahydro-2H-pyrido[1,2-a]pyrazin-3-ylmethyl]-indole-1-carboxylic acid tert-butyl ester), C(C)(C)(C)OC(=O)N1C=C(C2=CC=CC=C12)C[C@H]1N(C[C@@H]2N(C1)C=C(CC2)C2=CC=NC=C2)C(C2=CC(=CC(=C2)C(F)(F)F)C(F)(F)F)=O ((3R,9aR)-3-[2-(3,5-bis(trifluoromethyl)-benzoyl)-7-pyridin-4-yl-1,3,4,8,9,9a-hexahydro-2H-pyrido[1,2-a]pyrazin-3-ylmethyl]-indole-1-carboxylic acid tert-butyl ester). The solvent is ClCCl (dichloromethane), ClCCl (dichloromethane). Conditions: temperature 50 celsius, time 8 hour. The product is FC(C=1C=C(C=C(C1)C(F)(F)F)C(=O)N1C[C@@H]2N(C[C@H]1CC1=CNC3=CC=CC=C13)C=C(CC2)C2=CC=NC=C2)(F)F ((3R,9aR)-(3,5-bis(trifluoromethyl)phenyl)-[3-(1H-indol-3-ylmethyl)-7-pyridin-4-yl-1,3,4,8,9,9a-hexahydro-pyrido[1,2-a]pyrazin-2-yl]-methanone). Reaction SMILES: C1(OC)C=CC=CC=1.C(OC([N:16]1[C:24]2[C:19](=[CH:20][CH:21]=[CH:22][CH:23]=2)[C:18]([CH2:25][C@@H:26]2[CH2:31][N:30]3[CH2:32][C:33]([C:36]4[CH:41]=[CH:40][N:39]=[CH:38][CH:37]=4)=[CH:34][CH2:35][C@@H:29]3[CH2:28][N:27]2[C:42](=[O:57])[C:43]2[CH:48]=[C:47]([C:49]([F:52])([F:51])[F:50])[CH:46]=[C:45]([C:53]([F:56])([F:55])[F:54])[CH:44]=2)=[CH:17]1)=O)(C)(C)C.C(OC(N1C2C(=CC=CC=2)C(C[C@@H]2CN3C=C(C4C=CN=CC=4)CC[C@@H]3CN2C(=O)C2C=C(C(F)(F)F)C=C(C(F)(F)F)C=2)=C1)=O)(C)(C)C.FC(F)(F)C(O)=O>ClCCl>[F:56][C:53]([F:54])([F:55])[C:45]1[CH:44]=[C:43]([C:42]([N:27]2[C@H:26]([CH2:25][C:18]3[C:19]4[C:24](=[CH:23][CH:22]=[CH:21][CH:20]=4)[NH:16][CH:17]=3)[CH2:31][N:30]3[CH:32]=[C:33]([C:36]4[CH:37]=[CH:38][N:39]=[CH:40][CH:41]=4)[CH2:34][CH2:35][C@@H:29]3[CH2:28]2)=[O:57])[CH:48]=[C:47]([C:49]([F:50])([F:51])[F:52])[CH:46]=1. Procedure: To mixture of anisole (35 mg), (3R,9aR)-3-[2-(3,5-bis(trifluoromethyl)-benzoyl)-7-pyridin-4-yl-1,3,4,6,9,9a-hexahydro-2H-pyrido[1,2-a]pyrazin-3-ylmethyl]-indole-1-carboxylic acid tert-butyl ester and (3R,9aR)-3-[2-(3,5-bis(trifluoromethyl)-benzoyl)-7-pyridin-4-yl-1,3,4,8,9,9a-hexahydro-2H-pyrido[1,2-a]pyrazin-3-ylmethyl]-indole-1-carboxylic acid tert-butyl ester (0.20 g) in dichloromethane (2 ml) was added trifluoroacetic acid, at 0° C. After 1.5 h at room temperature the mixture was diluted wit... The reactants are ClCCl, CO, C1CCC(NC2CCCCC2)CC1, [K+], NN, CC(C(=O)N1c2ccccc2CC1C(=O)O)N1C(=O)c2ccccc2C1=O, O=S(=O)([O-])O. Product: CC(N)C(=O)N1c2ccccc2CC1C(=O)O. Reaction SMILES: [CH2:51]([Cl:52])[Cl:53].[CH3:49][OH:50].[CH:28]1([NH:29][CH:30]2[CH2:31][CH2:32][CH2:33][CH2:34][CH2:35]2)[CH2:36][CH2:37][CH2:38][CH2:39][CH2:40]1.[K+:46].[NH2:47][NH2:48].[O:1]=[C:2]1[N:3]([CH:12]([C:13](=[O:14])[N:15]2[CH:16]([C:24](=[O:25])[OH:26])[CH2:17][c:18]3[cH:19][cH:20][cH:21][cH:22][c:23]32)[CH3:27])[C:10](=[O:11])[c:5]2[c:4]1[cH:9][cH:8][cH:7][cH:6]2.[S:41](=[O:42])(=[O:43])([OH:44])[O-:45]>>[NH2:3][CH:12]([C:13](=[O:14])[N:15]1[CH:16]([C:24](=[O:25])[OH:26])[CH2:17][c:18]2[cH:19][cH:20][cH:21][cH:22][c:23]21)[CH3:27]. The reactants are N1CCC(CC1)C1OC2=C(CN3C1=CC=C3)C=CC=C2 (11-(piperidin-4-yl)-5H,11H-pyrrolo[2,1-c][1,4]benzoxazepine), ClCCCC1=NOC2=C1C=CC(=C2)F (3-(3-chloropropyl)-6-fluoro-1,2-benzisoxazole), C(=O)([O-])[O-].[K+].[K+] (K2CO3). The solvent is CN(C)C=O (DMF). Yields the product C(C(=O)O)(=O)O.FC1=CC2=C(C(=NO2)CCCN2CCC(CC2)C2OC3=C(CN4C2=CC=C4)C=CC=C3)C=C1 (11-{1-[3-(6-Fluoro-1,2-benzisoxazol-3-yl)propyl]piperidin-4-yl}-5H,11H-pyrrolo[2,1-c][1,4]benzoxazepine oxalate). As a reaction SMILES: [NH:1]1[CH2:6][CH2:5][CH:4]([CH:7]2[C:13]3=[CH:14][CH:15]=[CH:16][N:12]3[CH2:11][C:10]3[CH:17]=[CH:18][CH:19]=[CH:20][C:9]=3[O:8]2)[CH2:3][CH2:2]1.Cl[CH2:22][CH2:23][CH2:24][C:25]1[C:29]2[CH:30]=[CH:31][C:32]([F:34])=[CH:33][C:28]=2[O:27][N:26]=1.[C:35]([O-:38])([O-:37])=O.[K+].[K+]>CN(C=O)C>[C:9]([OH:8])(=[O:27])[C:35]([OH:38])=[O:37].[F:34][C:32]1[CH:31]=[CH:30][C:29]2[C:25]([CH2:24][CH2:23][CH2:22][N:1]3[CH2:2][CH2:3][CH:4]([CH:7]4[C:13]5=[CH:14][CH:15]=[CH:16][N:12]5[CH2:11][C:10]5[CH:17]=[CH:18][CH:19]=[CH:20][C:9]=5[O:8]4)[CH2:5][CH2:6]3)=[N:26][O:27][C:28]=2[CH:33]=1 |f:2.3.4,6.7|. Reported procedure: To 50 ml dry DMF were added 11-(piperidin-4-yl)-5H,11H-pyrrolo[2,1-c][1,4]benzoxazepine (3.0 g, 0.0112 mole), 3-(3-chloropropyl)-6-fluoro-1,2-benzisoxazole (4.2 g, 0.02 mole), milled K2CO3 (10 g, 0.07 mole) and KI (0.01 g). Starting materials: C(C)(=O)OC1=CC=C(N2C([C@@H]([C@H]2C1)[C@@H](C)O[Si](C)(C)C(C)(C)C)=O)C(=O)OCC1=CC=C(C=C1)OC (4-methoxybenzyl (7R,8S)-5-acetoxy-8-[(1R)-1-(tert-butyldimethylsilyloxy)ethyl]-9-oxo-1-azabicyclo[5.2.0]non-2,4-diene-2-carboxylate). Reagents/catalysts: Cl (hydrochloric acid). Run in CO (methanol). Yields the product C(C)(=O)OC1=CC=C(N2C([C@@H]([C@H]2C1)[C@@H](C)O)=O)C(=O)OCC1=CC=C(C=C1)OC (4-methoxybenzyl (7R,8S)-5-acetoxy-8-[(1R)-1-hydroxyethyl]-9-oxo-1-azabicyclo[5.2.0]non-2,4-diene-2-carboxylate). Yield: 42.3%. RXN SMILES: [C:1]([O:4][C:5]1[CH2:13][C@H:12]2[N:9]([C:10](=[O:24])[C@@H:11]2[C@H:14]([O:16][Si](C(C)(C)C)(C)C)[CH3:15])[C:8]([C:25]([O:27][CH2:28][C:29]2[CH:34]=[CH:33][C:32]([O:35][CH3:36])=[CH:31][CH:30]=2)=[O:26])=[CH:7][CH:6]=1)(=[O:3])[CH3:2]>CO.Cl>[C:1]([O:4][C:5]1[CH2:13][C@H:12]2[N:9]([C:10](=[O:24])[C@@H:11]2[C@H:14]([OH:16])[CH3:15])[C:8]([C:25]([O:27][CH2:28][C:29]2[CH:34]=[CH:33][C:32]([O:35][CH3:36])=[CH:31][CH:30]=2)=[O:26])=[CH:7][CH:6]=1)(=[O:3])[CH3:2]. Reported procedure: To a solution of 4-methoxybenzyl (7R,8S)-5-acetoxy-8-[(1R)-1-(tert-butyldimethylsilyloxy)ethyl]-9-oxo-1-azabicyclo[5.2.0]non-2,4-diene-2-carboxylate (88 mg, 0.17 mM) in methanol (6 ml) was added hydrochloric acid (10 drops, 2N). After 6 hours the solvent was evaporated and the product purified by chromatography on silica (10 ml), eluting with ethyl acetate/dichloromethane, (1:1) to give 4-methoxybenzyl (7R,8S)-5-acetoxy-8-[(1R)-1-hydroxyethyl]-9-oxo-1-azabicyclo[5.2.0]non-2,4-diene-2-carboxylate... Starting materials: (−)-methyl, F (hydrofluoric acid), C([O-])([O-])=O.[Na+].[Na+] (sodium carbonate), [Si](C)(C)(C(C)(C)C)OC1CC([C@H](CC=CCCCC(=O)[O-])[C@H]1C=CC(CCCCC)O)=O (11-tert-butyldimethylsilyloxy-15-hydroxy-9-oxoprost-5,13-dien1-oate), Teflon. The solvent is C(C)#N (acetonitrile). Run at temperature 0 celsius, time 2 hour. Yields the product CCCCC[C@@H](/C=C/[C@H]1[C@@H](CC(=O)[C@@H]1C/C=C/CCCC(=O)OC)O)O (prostaglandin E2 methyl ester). Yield: 88.0%. RXN SMILES: [Si]([O:8][CH:9]1[C@H:22]([CH:23]=[CH:24][CH:25]([OH:31])[CH2:26][CH2:27][CH2:28][CH2:29][CH3:30])[C@@H:12]([CH2:13][CH:14]=[CH:15][CH2:16][CH2:17][CH2:18][C:19]([O-:21])=[O:20])[C:11](=[O:32])[CH2:10]1)(C(C)(C)C)(C)C.F.[C:34](=O)([O-])[O-].[Na+].[Na+]>C(#N)C>[CH3:30][CH2:29][CH2:28][CH2:27][CH2:26][C@H:25]([OH:31])/[CH:24]=[CH:23]/[C@@H:22]1[C@@H:12]([CH2:13]/[CH:14]=[CH:15]/[CH2:16][CH2:17][CH2:18][C:19]([O:21][CH3:34])=[O:20])[C:11](=[O:32])[CH2:10][C@H:9]1[OH:8] |f:2.3.4|. Reported procedure: (−)-methyl(11R, 15S, 5Z, 13E)-11-tert-butyldimethylsilyloxy-15-hydroxy-9-oxoprost-5,13-dien1-oate (518 mg, 1.08 mmol) and acetonitrile (10 ml) were placed into a Teflon container and cooled to 0° C., whereby 46% hydrofluoric acid (1.0 ml) was added and stirred for 2 h. The reaction mixture was poured into a saturated aqueous sodium carbonate cooled with ice and extracted with ethyl acetate (150 ml) two times. The combined organic layer was washed with a saturated aqueous sodium chloride, dried o... Reactants: BrC=1SC(=CN1)Br (2,5-dibromo-1,3-thiazole), N1CCCC1 (pyrrolidine), CCN(C(C)C)C(C)C (DIPEA). The solvent is C1CCOC1 (THF). Yields the product BrC1=CN=C(S1)N1CCCC1 (5-bromo-2-(pyrrolidin-1-yl)thiazole). The yield is 108.4%. Reaction SMILES: Br[C:2]1[S:3][C:4]([Br:7])=[CH:5][N:6]=1.[NH:8]1[CH2:12][CH2:11][CH2:10][CH2:9]1.CCN(C(C)C)C(C)C>C1COCC1>[Br:7][C:4]1[S:3][C:2]([N:8]2[CH2:12][CH2:11][CH2:10][CH2:9]2)=[N:6][CH:5]=1. Reported procedure: 4 batches of 2,5-dibromo-1,3-thiazole (250 mg, 1.029 mmol), pyrrolidine (0.089 mL, 1.081 mmol) and DIPEA (0.225 mL, 1.286 mmol) in THF (2.5 mL) were heated in a microwave at 120° C. for 15 minutes. All 4 batches were combined and evaporated to dryness. The residues were purified on silica eluting with cyclohexane and ethyl acetate (0-100%). The appropriate fractions were combined and evaporated to dryness producing the title compound (260 mg). LCMS (A): m/z (M+H)+ 233/235, C7H9BrN2S requires 232... Reactants: CI (Methyl iodide), [Mg] (magnesium), CC=1NC2=CC=CC=C2C1 (2-methylindole), Cl.ClCC1=CC=NC=C1 (4-chloromethyl pyridine hydrochloride), [Cl-].[NH4+] (ammonium chloride). Solvent: CCOCC (ether), CCOCC (ether), CCOCC (ether), O (water). Product: CC=1NC2=CC=CC=C2C1CC1=CC=NC=C1 (2-Methyl-3-(4-pyridylmethyl)indole). Reaction SMILES: CI.[Mg].[CH3:4][C:5]1[NH:6][C:7]2[C:12]([CH:13]=1)=[CH:11][CH:10]=[CH:9][CH:8]=2.Cl.Cl[CH2:16][C:17]1[CH:22]=[CH:21][N:20]=[CH:19][CH:18]=1.[Cl-].[NH4+]>CCOCC.O>[CH3:4][C:5]1[NH:6][C:7]2[C:12]([C:13]=1[CH2:16][C:17]1[CH:22]=[CH:21][N:20]=[CH:19][CH:18]=1)=[CH:11][CH:10]=[CH:9][CH:8]=2 |f:3.4,5.6|. Procedure: Methyl iodide (32.0 g) in dry ether (100 ml) was added dropwise to a stirred mixture of magnesium and dry ether (50 ml) at such a rate that the reaction was not too vigorous. After completion of the addition the mixture was heated under reflux for 30 minutes and then cooled to 0°. A solution of 2-methylindole (16.9 g) in dry ether (100 ml) was added dropwise with stirring and the resulting mixture was then heated under reflux for 1.5 hours. It was then cooled to 0° and 4-chloromethyl pyridine hy... Reactants: Br, C(=NC1CCCCC1)=NC1CCCCC1, O=C(O)CCCN1CCCC1, CCCCCC(C)C(C)c1cc(O)c2c(c1)OC(C)(C)C1=C2CC(C)(C)S1. Yields the product Br, CCCCCC(C)C(C)c1cc(OC(=O)CCCN2CCCC2)c2c(c1)OC(C)(C)C1=C2CC(C)(C)S1. RXN SMILES: [BrH:28].[CH:40]1([N:41]=[C:42]=[N:43][CH:44]2[CH2:45][CH2:46][CH2:47][CH2:48][CH2:49]2)[CH2:50][CH2:51][CH2:52][CH2:53][CH2:54]1.[N:29]1([CH2:34][CH2:35][CH2:36][C:37](=[O:38])[OH:39])[CH2:30][CH2:31][CH2:32][CH2:33]1.[OH:1][c:2]1[cH:3][c:4]([CH:19]([CH3:20])[CH:21]([CH2:22][CH2:23][CH2:24][CH2:25][CH3:26])[CH3:27])[cH:5][c:6]2[c:7]1[C:8]1=[C:9]([C:10]([CH3:12])([CH3:13])[O:11]2)[S:14][C:15]([CH3:17])([CH3:18])[CH2:16]1>>[BrH:28].[O:1]([c:2]1[cH:3][c:4]([CH:19]([CH3:20])[CH:21]([CH2:22][CH2:23][CH2:24][CH2:25][CH3:26])[CH3:27])[cH:5][c:6]2[c:7]1[C:8]1=[C:9]([C:10]([CH3:12])([CH3:13])[O:11]2)[S:14][C:15]([CH3:17])([CH3:18])[CH2:16]1)[C:37]([CH2:36][CH2:35][CH2:34][N:29]1[CH2:30][CH2:31][CH2:32][CH2:33]1)=[O:38].